Dataset: the Open Reaction Database (ORD), a public repository of structured organic reaction records. Task: describe an organic reaction: reactants, conditions, products, and yield The reactants are CC(C(=O)OCC)(C)C=1SC=CN1 (Ethyl 2-methyl-2-(thiazol-2-yl)propanoate), BrC1=CC=C(C=C1)C(C(=O)OCC)(C)C (Ethyl 2-(4-bromophenyl)-2-methylpropanoate). Yields the product CC(C(=O)O)(C)C=1SC=CN1 (2-Methyl-2-(thiazol-2-yl)propanoic Acid). Reaction SMILES: [CH3:1][C:2]([C:9]1[S:10][CH:11]=[CH:12][N:13]=1)([CH3:8])[C:3]([O:5]CC)=[O:4].BrC1C=CC(C(C)(C)C(OCC)=O)=CC=1>>[CH3:8][C:2]([C:9]1[S:10][CH:11]=[CH:12][N:13]=1)([CH3:1])[C:3]([OH:5])=[O:4]. Reported procedure: The title compound was prepared according to the method of Example 22B substituting the product of Example 44D for the product of Example 22A. Starting materials: ClC1=CC=C2C(=CNC2=C1)C(C(F)(F)F)=O (1-(6-chloro-1H-indol-3-yl)-2,2,2-trifluoro-ethanone), C([O-])([O-])=O.[K+].[K+] (potassium carbonate), ICCCC (1-iodobutane). Run in CN(C=O)C (N,N-dimethylformamide). Reaction conditions: temperature 25 celsius, time 30 minute. The product is C(CCC)N1C=C(C2=CC=C(C=C12)Cl)C(C(F)(F)F)=O (1-(1-butyl-6-chloro-1H-indol-3-yl)-2,2,2-trifluoro-ethanone). Yield: 115.3%. As a reaction SMILES: [Cl:1][C:2]1[CH:10]=[C:9]2[C:5]([C:6]([C:11](=[O:16])[C:12]([F:15])([F:14])[F:13])=[CH:7][NH:8]2)=[CH:4][CH:3]=1.C(=O)([O-])[O-].[K+].[K+].I[CH2:24][CH2:25][CH2:26][CH3:27]>CN(C)C=O>[CH2:24]([N:8]1[C:9]2[C:5](=[CH:4][CH:3]=[C:2]([Cl:1])[CH:10]=2)[C:6]([C:11](=[O:16])[C:12]([F:13])([F:14])[F:15])=[CH:7]1)[CH2:25][CH2:26][CH3:27] |f:1.2.3|. Procedure: A mixture of 1-(6-chloro-1H-indol-3-yl)-2,2,2-trifluoro-ethanone (200 mg, 0.81 mmol) and potassium carbonate (214 mg, 2.02 mmol) in N,N-dimethylformamide (2.0 mL) was stirred at 25° C. for 30 min. The reaction was then treated with 1-iodobutane (0.14 mL, 1.21 mmol) and heated at 60° C. for 5 h. At this time, the reaction was cooled to 25° C. and concentrated in vacuo. The residue was diluted with ethyl acetate (50 mL) and was washed with a saturated aqueous sodium bicarbonate solution (1×50 mL),... Starting materials: O=C(CNC(=O)c1cccc(C(F)(F)F)c1)NC1CNC1, CCc1ncc(C2(O)CCC(=O)CC2)s1. The product is CCc1ncc(C2(O)CCC(N3CC(NC(=O)CNC(=O)c4cccc(C(F)(F)F)c4)C3)CC2)s1. As a reaction SMILES: [NH:16]1[CH2:17][CH:18]([NH:20][C:21](=[O:22])[CH2:23][NH:24][C:25]([c:26]2[cH:27][c:28]([C:32]([F:33])([F:34])[F:35])[cH:29][cH:30][cH:31]2)=[O:36])[CH2:19]1.[OH:1][C:2]1([c:9]2[cH:10][n:11][c:12]([CH2:14][CH3:15])[s:13]2)[CH2:3][CH2:4][C:5](=[O:8])[CH2:6][CH2:7]1>>[OH:1][C:2]1([c:9]2[cH:10][n:11][c:12]([CH2:14][CH3:15])[s:13]2)[CH2:3][CH2:4][CH:5]([N:16]2[CH2:17][CH:18]([NH:20][C:21](=[O:22])[CH2:23][NH:24][C:25]([c:26]3[cH:27][c:28]([C:32]([F:33])([F:34])[F:35])[cH:29][cH:30][cH:31]3)=[O:36])[CH2:19]2)[CH2:6][CH2:7]1. The reactants are [N+](=O)([O-])C=1C=NC=CC1N1C[C@H](CCC1)NC(OC(C)(C)C)=O (tert-butyl [(3S)-1-(3-nitropyridin-4-yl)piperidin-3-yl]carbamate), O (water), CC(=O)O (AcOH). The reagents and catalysts are [Fe] (iron). Run in CCO (EtOH). Run at time 3 hour. The product is NC=1C=NC=CC1N1C[C@H](CCC1)NC(OC(C)(C)C)=O (tert-Butyl [(3S)-1-(3-aminopyridin-4-yl)piperidin-3-yl]carbamate). The yield is 87.4%. As a reaction SMILES: [N+:1]([C:4]1[CH:5]=[N:6][CH:7]=[CH:8][C:9]=1[N:10]1[CH2:15][CH2:14][CH2:13][C@H:12]([NH:16][C:17](=[O:23])[O:18][C:19]([CH3:22])([CH3:21])[CH3:20])[CH2:11]1)([O-])=O.CC(O)=O.O>CCO.[Fe]>[NH2:1][C:4]1[CH:5]=[N:6][CH:7]=[CH:8][C:9]=1[N:10]1[CH2:15][CH2:14][CH2:13][C@H:12]([NH:16][C:17](=[O:23])[O:18][C:19]([CH3:21])([CH3:20])[CH3:22])[CH2:11]1. Procedure: To a solution of tert-butyl [(3S)-1-(3-nitropyridin-4-yl)piperidin-3-yl]carbamate (2.69 g, 8.34 mmol) in EtOH (30.0 mL), iron powder (2.335 g, 41.81 mmol) was added, followed by AcOH (7.04 g, 117 mmol) and water (7.00 mL, 388 mmol). The reaction mixture was stirred at room temperature for 3 h then concentrated under reduced pressure. EtOAc (100 mL) was added to the residue and the resulting mixture was filtered through a pad of diatomaceous earth. The diatomaceous earth pad was washed with 10 wt... Starting materials: Cc1ccc(C(C)C(=O)O)cc1, O=S(Cl)Cl. The product is Cc1ccc(C(C)C(=O)O)cc1, [Cl-]. As a reaction SMILES: [CH3:5][c:6]1[cH:7][cH:8][c:9]([CH:12]([C:13](=[O:14])[OH:15])[CH3:16])[cH:10][cH:11]1.[S:1]([Cl:2])([Cl:3])=[O:4]>>[CH3:5][c:6]1[cH:7][cH:8][c:9]([CH:12]([C:13](=[O:14])[OH:15])[CH3:16])[cH:10][cH:11]1.[Cl-:3]. Starting materials: BrCc1ccccc1, CCOC(=O)C1=Cc2cc(O)cc(Cl)c2OC1C(F)(F)F, [K+], [K+], O=C([O-])[O-], CN(C)C=O, O. Product: CCOC(=O)C1=Cc2cc(OCc3ccccc3)cc(Cl)c2OC1C(F)(F)F. As a reaction SMILES: [Br:28][CH2:29][c:30]1[cH:31][cH:32][cH:33][cH:34][cH:35]1.[Cl:1][c:2]1[cH:3][c:4]([OH:21])[cH:5][c:6]2[c:11]1[O:10][CH:9]([C:12]([F:13])([F:14])[F:15])[C:8]([C:16](=[O:17])[O:18][CH2:19][CH3:20])=[CH:7]2.[K+:22].[K+:23].[O-:24][C:25]([O-:26])=[O:27].[O:37]=[CH:38][N:39]([CH3:40])[CH3:41].[OH2:36]>>[Cl:1][c:2]1[cH:3][c:4]([O:21][CH2:29][c:30]2[cH:31][cH:32][cH:33][cH:34][cH:35]2)[cH:5][c:6]2[c:11]1[O:10][CH:9]([C:12]([F:13])([F:14])[F:15])[C:8]([C:16](=[O:17])[O:18][CH2:19][CH3:20])=[CH:7]2. Starting materials: CCCCP(CCCC)CCCC, CCOC(=O)CCc1ccc(O)cc1F, O=C(N=NC(=O)N1CCCCC1)N1CCCCC1, C1CCOC1, Cc1cc(OCC2(O)CCSCC2)cc(C)c1-c1cccc(CO)c1. Product: CCOC(=O)CCc1ccc(OCc2cccc(-c3c(C)cc(OCC4(O)CCSCC4)cc3C)c2)cc1F. RXN SMILES: [CH2:41]([P:42]([CH2:43][CH2:44][CH2:45][CH3:46])[CH2:47][CH2:48][CH2:49][CH3:50])[CH2:51][CH2:52][CH3:53].[F:26][c:27]1[c:28]([CH2:34][CH2:35][C:36](=[O:37])[O:38][CH2:39][CH3:40])[cH:29][cH:30][c:31]([OH:33])[cH:32]1.[N:54]([C:55]([N:56]1[CH2:57][CH2:58][CH2:59][CH2:60][CH2:61]1)=[O:62])=[N:63][C:64]([N:65]1[CH2:66][CH2:67][CH2:68][CH2:69][CH2:70]1)=[O:71].[O:72]1[CH2:73][CH2:74][CH2:75][CH2:76]1.[OH:1][CH2:2][c:3]1[cH:4][c:5](-[c:9]2[c:10]([CH3:25])[cH:11][c:12]([O:16][CH2:17][C:18]3([OH:24])[CH2:19][CH2:20][S:21][CH2:22][CH2:23]3)[cH:13][c:14]2[CH3:15])[cH:6][cH:7][cH:8]1>>[O:1]([CH2:2][c:3]1[cH:4][c:5](-[c:9]2[c:10]([CH3:25])[cH:11][c:12]([O:16][CH2:17][C:18]3([OH:24])[CH2:19][CH2:20][S:21][CH2:22][CH2:23]3)[cH:13][c:14]2[CH3:15])[cH:6][cH:7][cH:8]1)[c:31]1[cH:30][cH:29][c:28]([CH2:34][CH2:35][C:36](=[O:37])[O:38][CH2:39][CH3:40])[c:27]([F:26])[cH:32]1.